From a dataset of the Open Reaction Database (ORD), a public repository of structured organic reaction records. describe an organic reaction: reactants, conditions, products, and yield Starting materials: O=C([O-])[O-], CC(=O)c1cc(NC(=O)C(F)(F)F)cc(S(F)(F)(F)(F)F)c1, COCCOC, CI, [K+], [K+]. Product: CC(=O)c1cc(N(C)C(=O)C(F)(F)F)cc(S(F)(F)(F)(F)F)c1. RXN SMILES: [C:1](=[O:2])([O-:3])[O-:4].[C:9]([CH3:10])(=[O:11])[c:12]1[cH:13][c:14]([NH:24][C:25]([C:26]([F:27])([F:28])[F:29])=[O:30])[cH:15][c:16]([S:18]([F:19])([F:20])([F:21])([F:22])[F:23])[cH:17]1.[CH2:31]([CH2:32][O:33][CH3:34])[O:35][CH3:36].[I:7][CH3:8].[K+:5].[K+:6]>>[CH3:1][N:24]([c:14]1[cH:13][c:12]([C:9]([CH3:10])=[O:11])[cH:17][c:16]([S:18]([F:19])([F:20])([F:21])([F:22])[F:23])[cH:15]1)[C:25]([C:26]([F:27])([F:28])[F:29])=[O:30]. The reactants are NC1CCCC1, CC(C)Nc1nccc(-c2c(-c3ccnc(F)c3)nn3ccccc23)n1. The product is CC(C)Nc1nccc(-c2c(-c3ccnc(NC4CCCC4)c3)nn3ccccc23)n1. RXN SMILES: [CH:27]1([NH2:32])[CH2:28][CH2:29][CH2:30][CH2:31]1.[F:1][c:2]1[n:3][cH:4][cH:5][c:6](-[c:8]2[n:9][n:10]3[c:11]([cH:12][cH:13][cH:14][cH:15]3)[c:16]2-[c:17]2[n:18][c:19]([NH:23][CH:24]([CH3:25])[CH3:26])[n:20][cH:21][cH:22]2)[cH:7]1>>[c:2]1([NH:32][CH:27]2[CH2:28][CH2:29][CH2:30][CH2:31]2)[n:3][cH:4][cH:5][c:6](-[c:8]2[n:9][n:10]3[c:11]([cH:12][cH:13][cH:14][cH:15]3)[c:16]2-[c:17]2[n:18][c:19]([NH:23][CH:24]([CH3:25])[CH3:26])[n:20][cH:21][cH:22]2)[cH:7]1. Reaction SMILES: [F:1][C:2]1[N:7]=[C:6]([C:8]2[CH:30]=[CH:29][C:11]([CH2:12][N:13]3[CH:21]=[C:20]4[C:15]([N:16]([CH2:25][CH:26]([CH3:28])[CH3:27])[C:17](=[O:24])[N:18]([CH3:23])[C:19]4=[O:22])=[N:14]3)=[CH:10][CH:9]=2)[CH:5]=[CH:4][CH:3]=1.[Cl:31]C(Cl)(Cl)C(Cl)(Cl)Cl.[Li+].C[Si]([N-][Si](C)(C)C)(C)C.O>C(Cl)Cl.C1COCC1>[Cl:31][C:21]1[N:13]([CH2:12][C:11]2[CH:29]=[CH:30][C:8]([C:6]3[CH:5]=[CH:4][CH:3]=[C:2]([F:1])[N:7]=3)=[CH:9][CH:10]=2)[N:14]=[C:15]2[C:20]=1[C:19](=[O:22])[N:18]([CH3:23])[C:17](=[O:24])[N:16]2[CH2:25][CH:26]([CH3:28])[CH3:27] |f:2.3|. Product: ClC=1N(N=C2N(C(N(C(C21)=O)C)=O)CC(C)C)CC2=CC=C(C=C2)C2=NC(=CC=C2)F (3-chloro-2-(4-(6-fluoropyridin-2-yl)benzyl)-7-isobutyl-5-methyl-2H-pyrazolo[3,4-d]pyrimidine-4,6(5H,7H)-dione). The reactants are [Li+].C[Si](C)(C)[N-][Si](C)(C)C (LiHMDS), O (water), FC1=CC=CC(=N1)C1=CC=C(CN2N=C3N(C(N(C(C3=C2)=O)C)=O)CC(C)C)C=C1 (2-(4-(6-fluoropyridin-2-yl)benzyl)-7-isobutyl-5-methyl-2H-pyrazolo[3,4-d]pyrimidine-4,6(5H,7H)-dione), ClC(C(Cl)(Cl)Cl)(Cl)Cl (hexachloroethane). The yield is 107.0%. Run in C1CCOC1 (THF), C(Cl)Cl (methylene chloride). Reported procedure: 2-(4-(6-fluoropyridin-2-yl)benzyl)-7-isobutyl-5-methyl-2H-pyrazolo[3,4-d]pyrimidine-4,6(5H,7H)-dione (450 mg, 1.1 mmol) and hexachloroethane (523 mg, 2.2 mmol) are dissolved in 5 mL of methylene chloride, and then 1.0 M LiHMDS (2.2 mL, 2.2 mmol) in THF is added dropwise. After the reaction mixture is stirred at room temperature for 10 min, water is added, and then extracted with methylene chloride three times. The combined organic phase is evaporated to dryness to give 520 mg of crude product as... Conditions: time 10 minute. The reactants are BrC=1C=C(C=C(C1)OC(F)(F)F)C1=CC(=NN1C=1C=NC(=CC1)F)C(=O)O (5-(3-Bromo-5-trifluoromethoxyphenyl)-1-(6-fluoropyridin-3-yl)-1H-pyrazole-3-carboxylic acid), ClC=1C=C(C=C(C1)F)C1=CC(=NN1C1=NC=CC=C1)C(=O)N1CNC(C1)=O (1-{[5-(3-Chloro-5-fluorophenyl)-1-(pyridin-2-yl)-1H-pyrazol-3-yl]carbonyl}imidazolidin-4-one), S1CNCC1 (thiazolidine). The product is BrC=1C=C(C=C(C1)OC(F)(F)F)C1=CC(=NN1C=1C=NC(=CC1)F)C(=O)N1CSCC1 ({5-[3-Bromo-5-(trifluoromethoxy)phenyl]-1-(6-fluoropyridin-3-yl)-1H-pyrazol-3-yl}(1,3-thiazolidin-3-yl)methanone). RXN SMILES: [Br:1][C:2]1[CH:3]=[C:4]([C:13]2[N:17]([C:18]3[CH:19]=[N:20][C:21]([F:24])=[CH:22][CH:23]=3)[N:16]=[C:15]([C:25]([OH:27])=O)[CH:14]=2)[CH:5]=[C:6]([O:8][C:9]([F:12])([F:11])[F:10])[CH:7]=1.ClC1C=C(C2N(C3C=CC=CN=3)N=C(C(N3CC(=O)NC3)=O)C=2)C=C(F)C=1.[S:55]1[CH2:59][CH2:58][NH:57][CH2:56]1>>[Br:1][C:2]1[CH:3]=[C:4]([C:13]2[N:17]([C:18]3[CH:19]=[N:20][C:21]([F:24])=[CH:22][CH:23]=3)[N:16]=[C:15]([C:25]([N:57]3[CH2:58][CH2:59][S:55][CH2:56]3)=[O:27])[CH:14]=2)[CH:5]=[C:6]([O:8][C:9]([F:12])([F:10])[F:11])[CH:7]=1. Reported procedure: 113 mg (0.25 mmol) of the compound of Example 42A is reacted analogously to the synthesis of the compound of Example 1 with 25 mg (0.28 mmol) of thiazolidine. 91 mg (70% of theory) of the title compound is obtained. Reactants: O (Water), C([O-])([O-])=O.[K+].[K+] (Potassium carbonate), C(C1=CC=CC=C1)Br (benzylbromide), C(C=C)N1C(NC=2C(=NC=CC21)Cl)=O (1-allyl-4-chloro-1,3-dihydroimidazo[4.5-c]pyridin-2-one). Solvent: C(C)(=O)OCC (ethyl acetate), CN(C=O)C (N,N-dimethylformamide). Conditions: time 14 hour. Product: C(C=C)N1C(N(C=2C(=NC=CC21)Cl)CC2=CC=CC=C2)=O (1-Allyl-3-benzyl-4-chloro-1,3-dihydroimidazo[4.5-c]pyridin-2-one). Yield: 104.6%. RXN SMILES: C(=O)([O-])[O-].[K+].[K+].[CH2:7](Br)[C:8]1[CH:13]=[CH:12][CH:11]=[CH:10][CH:9]=1.[CH2:15]([N:18]1[C:26]2[CH:25]=[CH:24][N:23]=[C:22]([Cl:27])[C:21]=2[NH:20][C:19]1=[O:28])[CH:16]=[CH2:17].O>CN(C)C=O.C(OCC)(=O)C>[CH2:15]([N:18]1[C:26]2[CH:25]=[CH:24][N:23]=[C:22]([Cl:27])[C:21]=2[N:20]([CH2:7][C:8]2[CH:13]=[CH:12][CH:11]=[CH:10][CH:9]=2)[C:19]1=[O:28])[CH:16]=[CH2:17] |f:0.1.2|. Procedure details: Potassium carbonate (0.76 g) and benzylbromide (0.94 g) were added to a solution of 1-allyl-4-chloro-1,3-dihydroimidazo[4.5-c]pyridin-2-one (1.05 g) in N,N-dimethylformamide (50 mL). This was stirred at room temperature for 14 hours. Water (300 mL) and ethyl acetate (300 mL) were added, and the organic layer was washed three times with 100 mL of water and then once with 100 mL of saturated aqueous sodium chloride solution, then was dried over magnesium sulfate, and concentrated under reduced pre...